From a dataset of the Open Reaction Database (ORD), a public repository of structured organic reaction records. describe an organic reaction: reactants, conditions, products, and yield RXN SMILES: Cl.[Cl:2][CH2:3][CH2:4][NH:5][CH2:6][CH2:7]Cl.[F:9][C:10]1[CH:16]=[CH:15][C:14]([F:17])=[CH:13][C:11]=1[NH2:12].C(=O)([O-])[O-].[Na+].[Na+]>C(O)CCC>[ClH:2].[F:9][C:10]1[CH:16]=[CH:15][C:14]([F:17])=[CH:13][C:11]=1[N:12]1[CH2:7][CH2:6][NH:5][CH2:4][CH2:3]1 |f:0.1,3.4.5,7.8|. The solvent is C(CCC)O (butanol). Yields the product Cl.FC1=C(C=C(C=C1)F)N1CCNCC1 (1-(2,5-Difluorophenyl)piperazine hydrochloride). Starting materials: Cl.ClCCNCCCl (bis(2-chloroethyl)amine hydrochloride), FC1=C(N)C=C(C=C1)F (2,5-difluoroaniline), C([O-])([O-])=O.[Na+].[Na+] (sodium carbonate). Procedure details: 7.0 g of bis(2-chloroethyl)amine hydrochloride was suspended in 60 ml of butanol and 5 g of 2,5-difluoroaniline was added thereto at room temperature. After heating under reflux for 72 hours, the reaction mixture was cooled and 4.1 g of sodium carbonate was added. After heating under reflux for additional 24 hours, the precipitate was taken up by filtration, dissolved in water and extracted with chloroform. Then the extract was washed successively with water and a saturated aqueous solution of s...